This data is from the Open Reaction Database (ORD), a public repository of structured organic reaction records. The task is: describe an organic reaction: reactants, conditions, products, and yield The reactants are C(C)(=O)OC1=CC=C(C=C1)C1=NC2=CC=C(C=C2C(N1C)=O)OC (2-(4-acetoxy-phenyl)-3-methyl-6-methoxy-3,4-dihydro-quinazolin-4-one). The solvent is N (ammonia). Run at temperature 0 celsius, time 60 minute. Yields the product OC1=CC=C(C=C1)C1=NC2=CC=C(C=C2C(N1C)=O)OC (2-(4-Hydroxy-phenyl)-3-methyl-6-methoxy-3,4-dihydro-quinazolin-4-one). Reaction SMILES: C([O:4][C:5]1[CH:10]=[CH:9][C:8]([C:11]2[N:20]([CH3:21])[C:19](=[O:22])[C:18]3[C:13](=[CH:14][CH:15]=[C:16]([O:23][CH3:24])[CH:17]=3)[N:12]=2)=[CH:7][CH:6]=1)(=O)C>N>[OH:4][C:5]1[CH:10]=[CH:9][C:8]([C:11]2[N:20]([CH3:21])[C:19](=[O:22])[C:18]3[C:13](=[CH:14][CH:15]=[C:16]([O:23][CH3:24])[CH:17]=3)[N:12]=2)=[CH:7][CH:6]=1. Reported procedure: 80.3 gm (0.247 mol) of 2-(4-acetoxy-phenyl)-3-methyl-6-methoxy-3,4-dihydro-quinazolin-4-one were suspended in 800 ml of concentrated aqueous ammonia, and the suspension was heated for 1.5 hours on a steam bath, whereby at first a clear solution was obtained, and after about 60 minutes the formation of a white precipitate began. After cooling to 0° C., the product was suction-filtered off, washed with water and dried at 80° C. in a circulating air drier.